From a dataset of the Open Reaction Database (ORD), a public repository of structured organic reaction records. describe an organic reaction: reactants, conditions, products, and yield Starting materials: ClC=1C=C2C(CN(CC2=C(C1)Cl)C)C=1C=C(C=CC1)S(=O)(=O)Cl (3-(6,8-dichloro-2-methyl-1,2,3,4-tetrahydroisoquinolin-4-yl)benzene-1-sulfonyl chloride), ClC=1C=C2C(CN(CC2=C(C1)Cl)C)C=1C=C(C=CC1)S(=O)(=O)Cl (3-(6,8-dichloro-2-methyl-1,2,3,4-tetrahydroisoquinolin-4-yl)benzene-1-sulfonyl chloride), CCN(C(C)C)C(C)C (DIEA), N(=[N+]=[N-])CCOCCOCCOCCN (2-(2-(2-(2-azidoethoxy)ethoxy)ethoxy)ethanamine). The solvent is C(Cl)(Cl)Cl (chloroform), C(Cl)Cl (DCM). Run at time 8 hour. Product: N(=[N+]=[N-])CCOCCOCCOCCNS(=O)(=O)C1=CC(=CC=C1)C1CN(CC2=C(C=C(C=C12)Cl)Cl)C (N-(2-(2-(2-(2-azidoethoxy)ethoxy)ethoxy)ethyl)-3-(6,8-dichloro-2-methyl-1,2,3,4-tetrahydroisoquinolin-4-yl)benzenesulfonamide). RXN SMILES: [Cl:1][C:2]1[CH:3]=[C:4]2[C:9](=[C:10]([Cl:12])[CH:11]=1)[CH2:8][N:7]([CH3:13])[CH2:6][CH:5]2[C:14]1[CH:15]=[C:16]([S:20](Cl)(=[O:22])=[O:21])[CH:17]=[CH:18][CH:19]=1.CCN(C(C)C)C(C)C.[N:33]([CH2:36][CH2:37][O:38][CH2:39][CH2:40][O:41][CH2:42][CH2:43][O:44][CH2:45][CH2:46][NH2:47])=[N+:34]=[N-:35]>C(Cl)(Cl)Cl.C(Cl)Cl>[N:33]([CH2:36][CH2:37][O:38][CH2:39][CH2:40][O:41][CH2:42][CH2:43][O:44][CH2:45][CH2:46][NH:47][S:20]([C:16]1[CH:17]=[CH:18][CH:19]=[C:14]([CH:5]2[C:4]3[C:9](=[C:10]([Cl:12])[CH:11]=[C:2]([Cl:1])[CH:3]=3)[CH2:8][N:7]([CH3:13])[CH2:6]2)[CH:15]=1)(=[O:22])=[O:21])=[N+:34]=[N-:35]. Procedure details: To a solution of 3-(6,8-dichloro-2-methyl-1,2,3,4-tetrahydroisoquinolin-4-yl)benzene-1-sulfonyl chloride (intermediate 1.6) (600 mg, 1.41 mmol) in chloroform (2.82 mL) was added DIEA (545.7 mg, 4.24 mmol) and 2-(2-(2-(2-azidoethoxy)ethoxy)ethoxy)ethanamine (616.3 mg, 2.82 mmol). The reaction was stirred overnight at which point the mixture was diluted with 50 mL DCM and washed with NaHCO3 (50 mL). The aqueous layer was extracted with DCM (2×50 mL) and the combined organic fractions washed with w...